From a dataset of the Open Reaction Database (ORD), a public repository of structured organic reaction records. describe an organic reaction: reactants, conditions, products, and yield Procedure details: A solution of (±)-1-(2-methyl-1-pyrrolidinyl)cyclopentanecarbonitrile D39 (0.997 g; 5.6 mmol) in dry THF was cooled to −70° C. To this phenyllithium (1.7M in C6H14/ether, 1.1 equiv) was added slowly. The whole mixture was allowed to warm slowly to room temperature over 3 h with stirring under argon. Reaction cooled to 0° C. and methanol added followed by sodium borohydride (portionwise) and allowed to react at 20° C. overnight. The reaction was cooled to 0° C. and quenched with saturated sodium ... Product: 0.880, N (ammonia), CC1N(CCC1)C1(CCCC1)C(C1=CC=CC=C1)N ((±)-[[1-(2-methyl-1-pyrrolidinyl)cyclopentyl](phenyl)methyl]amine). Reactants: CC1N(CCC1)C1(CCCC1)C#N ((±)-1-(2-methyl-1-pyrrolidinyl)cyclopentanecarbonitrile), C1(=CC=CC=C1)[Li] (phenyllithium), CO (methanol), [BH4-].[Na+] (sodium borohydride). As a reaction SMILES: [CH3:1][CH:2]1[CH2:6][CH2:5][CH2:4][N:3]1[C:7]1([C:12]#[N:13])[CH2:11][CH2:10][CH2:9][CH2:8]1.[C:14]1([Li])[CH:19]=[CH:18][CH:17]=[CH:16][CH:15]=1.CO.[BH4-].[Na+]>C1COCC1>[NH3:3].[CH3:1][CH:2]1[CH2:6][CH2:5][CH2:4][N:3]1[C:7]1([CH:12]([NH2:13])[C:14]2[CH:19]=[CH:18][CH:17]=[CH:16][CH:15]=2)[CH2:11][CH2:10][CH2:9][CH2:8]1 |f:3.4|. Run in C1CCOC1 (THF). Isolated yield 46.0%.